This data is from the Open Reaction Database (ORD), a public repository of structured organic reaction records. The task is: describe an organic reaction: reactants, conditions, products, and yield The reactants are C(C)OC(CCC=C)=O (Pent-4-enoic acid ethyl ester), [Li+].CC(C)[N-]C(C)C (LDA), BrCC(=C)C (3-Bromo-2-methyl-propene). Run in C1CCOC1 (THF), C1CCOC1 (THF). Conditions: time 1 hour. Yields the product C(C)OC(C(CC(=C)C)CC=C)=O (2-Allyl-4-methyl-pent-4-enoic acid ethyl ester). Yield: 102.0%. Reaction SMILES: [Li+].CC([N-][CH:6]([CH3:8])[CH3:7])C.[CH2:9]([O:11][C:12](=[O:17])[CH2:13][CH2:14][CH:15]=[CH2:16])[CH3:10].Br[CH2:19]C(C)=C>C1COCC1>[CH2:9]([O:11][C:12](=[O:17])[CH:13]([CH2:8][CH:6]=[CH2:7])[CH2:14][C:15]([CH3:19])=[CH2:16])[CH3:10] |f:0.1|. Procedure details: To a cold (−78° C.) stirred solution of LDA (generated from DIPA (1.42 mL, 10.14 mmol), BuLi (5.85 mL, 9.36 mmol) in THF at −78° C. for 20 min) in THF (31 mL) was added a solution of Pent-4-enoic acid ethyl ester (1.0 g, 7.8 mmol, 1.2 eq.) in THF (9.0 mL). After stirred for 1 h, neat 3-Bromo-2-methyl-propene (2.03 g, 15.0 mmol, 1.51 mL) was added and slowly warmed up to room temperature for overnight. The reaction mixture was then quenched with saturated NH4Cl solution, extracted with ether, was... Reactants: [Br-], C1CCOC1, CCOC(C)=O, C[Mg+], Cl[Ce](Cl)Cl, CC(=O)c1cnc(Nc2cncc(S(=O)(=O)c3ccccc3)c2)c(-c2nc(C)nc(N)n2)c1. Yields the product Cc1nc(N)nc(-c2cc(C(C)(C)O)cnc2Nc2cncc(S(=O)(=O)c3ccccc3)c2)n1. As a reaction SMILES: [Br-:5].[CH2:41]1[O:42][CH2:43][CH2:44][CH2:45]1.[CH3:46][CH2:47][O:48][C:49]([CH3:50])=[O:51].[CH3:6][Mg+:7].[Cl:1][Ce:2]([Cl:3])[Cl:4].[NH2:8][c:9]1[n:10][c:11](-[c:16]2[cH:17][c:18]([C:38]([CH3:39])=[O:40])[cH:19][n:20][c:21]2[NH:22][c:23]2[cH:24][n:25][cH:26][c:27]([S:29](=[O:30])(=[O:31])[c:32]3[cH:33][cH:34][cH:35][cH:36][cH:37]3)[cH:28]2)[n:12][c:13]([CH3:15])[n:14]1>>[CH3:6][C:38]([c:18]1[cH:17][c:16](-[c:11]2[n:10][c:9]([NH2:8])[n:14][c:13]([CH3:15])[n:12]2)[c:21]([NH:22][c:23]2[cH:24][n:25][cH:26][c:27]([S:29](=[O:30])(=[O:31])[c:32]3[cH:33][cH:34][cH:35][cH:36][cH:37]3)[cH:28]2)[n:20][cH:19]1)([CH3:39])[OH:40]. The reactants are ClC1=CC=C(C=C1)C1=CC(=NC=C1OCC(F)(F)F)C(=O)O (4-(4-chloro-phenyl)-5-(2,2,2-trifluoro-ethoxy)-pyridine-2-carboxylic acid), Cl.FC(C1=CC(=NO1)CN)(F)F (5-trifluoromethyl-isoxazol-3-methanamine hydrochloride). Yields the product ClC1=CC=C(C=C1)C1=CC(=NC=C1OCC(F)(F)F)C(=O)NCC1=NOC(=C1)C(F)(F)F (4-(4-chlorophenyl)-5-(2,2,2-trifluoroethoxy)-N-((5-(trifluoromethyl)isoxazol-3-yl)methyl)picolinamide). As a reaction SMILES: [Cl:1][C:2]1[CH:7]=[CH:6][C:5]([C:8]2[C:13]([O:14][CH2:15][C:16]([F:19])([F:18])[F:17])=[CH:12][N:11]=[C:10]([C:20]([OH:22])=O)[CH:9]=2)=[CH:4][CH:3]=1.Cl.[F:24][C:25]([F:34])([F:33])[C:26]1[O:30][N:29]=[C:28]([CH2:31][NH2:32])[CH:27]=1>>[Cl:1][C:2]1[CH:3]=[CH:4][C:5]([C:8]2[C:13]([O:14][CH2:15][C:16]([F:18])([F:19])[F:17])=[CH:12][N:11]=[C:10]([C:20]([NH:32][CH2:31][C:28]3[CH:27]=[C:26]([C:25]([F:34])([F:33])[F:24])[O:30][N:29]=3)=[O:22])[CH:9]=2)=[CH:6][CH:7]=1 |f:1.2|. Procedure details: The title compound was synthesized in analogy to Example 1, using 4-(4-chloro-phenyl)-5-(2,2,2-trifluoro-ethoxy)-pyridine-2-carboxylic acid (example D) and 5-trifluoromethyl-isoxazol-3-methanamine hydrochloride (example BG) as starting materials; LC-MS (UV peak area/ESI) 100%, 480.0532 (M+H)+. Starting materials: CCCN(CC(C)Sc1ccc(OCC(=O)OCC)c(C)c1)S(=O)(=O)c1sc2ccc(C(F)(F)F)cc2c1C, CCO, CCOC(C)=O, Cl, [Na+], [OH-], O. Yields the product CCCN(CC(C)Sc1ccc(OCC(=O)O)c(C)c1)S(=O)(=O)c1sc2ccc(C(F)(F)F)cc2c1C. As a reaction SMILES: [CH2:1]([CH3:2])[O:3][C:4]([CH2:5][O:6][c:7]1[c:8]([CH3:38])[cH:9][c:10]([S:13][CH:14]([CH2:15][N:16]([CH2:17][CH2:18][CH3:19])[S:20](=[O:21])(=[O:22])[c:23]2[c:24]([CH3:36])[c:25]3[c:26]([s:27]2)[cH:28][cH:29][c:30]([C:32]([F:33])([F:34])[F:35])[cH:31]3)[CH3:37])[cH:11][cH:12]1)=[O:39].[CH3:43][CH2:44][OH:45].[CH3:47][CH2:48][O:49][C:50](=[O:51])[CH3:52].[ClH:42].[Na+:41].[OH-:40].[OH2:46]>>[O:3]=[C:4]([CH2:5][O:6][c:7]1[c:8]([CH3:38])[cH:9][c:10]([S:13][CH:14]([CH2:15][N:16]([CH2:17][CH2:18][CH3:19])[S:20](=[O:21])(=[O:22])[c:23]2[c:24]([CH3:36])[c:25]3[c:26]([s:27]2)[cH:28][cH:29][c:30]([C:32]([F:33])([F:34])[F:35])[cH:31]3)[CH3:37])[cH:11][cH:12]1)[OH:39]. The reactants are TEA, C1CCOC1 (THF), IC1=CC=C(C(=O)OCC)C=C1 (ethyl 4-iodobenzoate), C(#C)C1=CC=C(C=O)C=C1 (4-ethynylbenzaldehyde). Reagents/catalysts: Cl[Pd]([P](C1=CC=CC=C1)(C2=CC=CC=C2)C3=CC=CC=C3)([P](C4=CC=CC=C4)(C5=CC=CC=C5)C6=CC=CC=C6)Cl (PdCl2(PPh3)2), [Cu]I (CuI). Solvent: O (water). Product: C(=O)C1=CC=C(C=C1)C#CC1=CC=C(C(=O)OCC)C=C1 (ethyl 4-[(4-formylphenyl)ethynyl]benzoate). RXN SMILES: C1COCC1.I[C:7]1[CH:17]=[CH:16][C:10]([C:11]([O:13][CH2:14][CH3:15])=[O:12])=[CH:9][CH:8]=1.[C:18]([C:20]1[CH:27]=[CH:26][C:23]([CH:24]=[O:25])=[CH:22][CH:21]=1)#[CH:19]>Cl[Pd](Cl)([P](C1C=CC=CC=1)(C1C=CC=CC=1)C1C=CC=CC=1)[P](C1C=CC=CC=1)(C1C=CC=CC=1)C1C=CC=CC=1.[Cu]I.O>[CH:24]([C:23]1[CH:26]=[CH:27][C:20]([C:18]#[C:19][C:7]2[CH:17]=[CH:16][C:10]([C:11]([O:13][CH2:14][CH3:15])=[O:12])=[CH:9][CH:8]=2)=[CH:21][CH:22]=1)=[O:25] |^1:30,49|. Reported procedure: TEA (46 mL) was added to a THF (0.40 L) suspension of ethyl 4-iodobenzoate (30 g), 4-ethynylbenzaldehyde (14 g) obtained by the synthesis method described in the literature (Tetrahedron Letters, 2007, Vol. 48(33), pp. 5817-5820), PdCl2(PPh3)2 (3.9 g), and CuI (2.1 g), and the mixture was stirred for 4 hours at 45° C. After the reaction mixture was allowed to cool, water was added, and the mixture was extracted with ethyl acetate. The organic layer was washed with brine, and dried over anhydrous ... Starting materials: BrCc1ccccc1, COc1ncccc1-c1cc(C(C)(C)C)cc(C=O)c1O, [K+], [K+], O=C([O-])[O-], CN(C)C=O. Yields the product COc1ncccc1-c1cc(C(C)(C)C)cc(C=O)c1OCc1ccccc1. RXN SMILES: [Br:22][CH2:23][c:24]1[cH:25][cH:26][cH:27][cH:28][cH:29]1.[C:1]([CH3:2])([CH3:3])([CH3:4])[c:5]1[cH:6][c:7](-[c:14]2[c:15]([O:20][CH3:21])[n:16][cH:17][cH:18][cH:19]2)[c:8]([OH:13])[c:9]([CH:10]=[O:11])[cH:12]1.[K+:30].[K+:31].[O-:32][C:33]([O-:34])=[O:35].[O:36]=[CH:37][N:38]([CH3:39])[CH3:40]>>[C:1]([CH3:2])([CH3:3])([CH3:4])[c:5]1[cH:6][c:7](-[c:14]2[c:15]([O:20][CH3:21])[n:16][cH:17][cH:18][cH:19]2)[c:8]([O:13][CH2:23][c:24]2[cH:25][cH:26][cH:27][cH:28][cH:29]2)[c:9]([CH:10]=[O:11])[cH:12]1.